This data is from the Open Reaction Database (ORD), a public repository of structured organic reaction records. The task is: describe an organic reaction: reactants, conditions, products, and yield Reactants: ClC1=CC2=C(C(NC3=NC=CC=C23)=O)C=C1 (9-Chloro-5H-benzo[c][1,8]naphthyridin-6-one), CC1=C(C=CC=C1C(F)(F)F)N (2-methyl-3-trifluoromethyl-phenylamine). The product is CC1=C(C=CC=C1C(F)(F)F)NC1=CC2=C(C(NC3=NC=CC=C23)=O)C=C1 (9-(2-Methyl-3-trifluoromethyl-phenylamino)-5H-benzo[c][1,8]naphthyridin-6-one). The yield is 28.3%. Reaction SMILES: Cl[C:2]1[CH:16]=[CH:15][C:5]2[C:6](=[O:14])[NH:7][C:8]3[C:13]([C:4]=2[CH:3]=1)=[CH:12][CH:11]=[CH:10][N:9]=3.[CH3:17][C:18]1[C:23]([C:24]([F:27])([F:26])[F:25])=[CH:22][CH:21]=[CH:20][C:19]=1[NH2:28]>>[CH3:17][C:18]1[C:23]([C:24]([F:25])([F:26])[F:27])=[CH:22][CH:21]=[CH:20][C:19]=1[NH:28][C:2]1[CH:16]=[CH:15][C:5]2[C:6](=[O:14])[NH:7][C:8]3[C:13]([C:4]=2[CH:3]=1)=[CH:12][CH:11]=[CH:10][N:9]=3. Reported procedure: The title compound was synthesized according to the procedure described for the preparation of Example 231 using 6 (50 mg, 0.22 mmol) and 2-methyl-3-trifluoromethyl-phenylamine (0.03 mL, 0.33 mmol) to provide 237 (23 mg, 28% yield) as a brown solid. LC-MS (M+H=370, obsd.=370).